From a dataset of the Open Reaction Database (ORD), a public repository of structured organic reaction records. describe an organic reaction: reactants, conditions, products, and yield The reactants are BrCc1ccccc1, CO, O=c1[nH]c(=O)n(C2CC2)c2nc[nH]c12, [Na+], [OH-], O. Yields the product O=c1[nH]c(=O)n(C2CC2)c2ncn(Cc3ccccc3)c12. Reaction SMILES: [Br:17][CH2:18][c:19]1[cH:20][cH:21][cH:22][cH:23][cH:24]1.[CH3:26][OH:27].[CH:3]1([n:6]2[c:7](=[O:16])[nH:8][c:9](=[O:15])[c:10]3[nH:11][cH:12][n:13][c:14]23)[CH2:4][CH2:5]1.[Na+:2].[OH-:1].[OH2:25]>>[CH:3]1([n:6]2[c:7](=[O:16])[nH:8][c:9](=[O:15])[c:10]3[n:11]([CH2:18][c:19]4[cH:20][cH:21][cH:22][cH:23][cH:24]4)[cH:12][n:13][c:14]23)[CH2:4][CH2:5]1. The reactants are CC#N, COc1cc2c(Cl)c(C(N)=O)cnc2cc1-c1c(C)noc1C, NCc1ccccn1. Product: COc1cc2c(NCc3ccccn3)c(C(N)=O)cnc2cc1-c1c(C)noc1C. RXN SMILES: [CH3:32][C:33]#[N:34].[Cl:1][c:2]1[c:3]([C:21](=[O:22])[NH2:23])[cH:4][n:5][c:6]2[cH:7][c:8](-[c:14]3[c:15]([CH3:20])[n:16][o:17][c:18]3[CH3:19])[c:9]([O:12][CH3:13])[cH:10][c:11]12.[NH2:24][CH2:25][c:26]1[n:27][cH:28][cH:29][cH:30][cH:31]1>>[c:2]1([NH:24][CH2:25][c:26]2[n:27][cH:28][cH:29][cH:30][cH:31]2)[c:3]([C:21](=[O:22])[NH2:23])[cH:4][n:5][c:6]2[cH:7][c:8](-[c:14]3[c:15]([CH3:20])[n:16][o:17][c:18]3[CH3:19])[c:9]([O:12][CH3:13])[cH:10][c:11]12. Reactants: CC=1N=C2N(C=CC=C2C=O)C1 (2-Methylimidazo[1,2-a]pyridine-8-carbaldehyde), ( 77 ), ( 100 ), ( 40 ), ( 33 ), [K+].[Br-] (KBr), ( 98 ), ( 73 ). Yields the product BrC1=C(N=C2N1C=CC=C2C=O)C (3-Bromo-2-methylimidazo[1,2-a]pyridine-8-carbaldehyde). Reported procedure: From 4b (yield: 68%); mp 137-139° C.; IR (KBr) 1695, 1541 cm−1; 1H NMR (400 MHz, CDCl3) δ 2.55 (s, 3H), 7.08 (t, 1H, J=7 Hz), 7.87 (d, 1H, J=7 Hz), 8.30 (d, 1H, J=7 Hz), 10.72 (s, 1H); 13C NMR (100 MHz, CDCl3) δ 13.7, 94.6, 112.3, 123.3, 126.8, 128.4, 143.6, 143.7, 188.3; MS m/z 240 (M++2, 66), 238 (M+, 67), 212 (98), 210 (100), 131 (77), 104 (73), 78 (33), 51 (40). As a reaction SMILES: [CH3:1][C:2]1[N:3]=[C:4]2[C:9]([CH:10]=[O:11])=[CH:8][CH:7]=[CH:6][N:5]2[CH:12]=1.[K+].[Br-:14]>>[Br:14][C:12]1[N:5]2[CH:6]=[CH:7][CH:8]=[C:9]([CH:10]=[O:11])[C:4]2=[N:3][C:2]=1[CH3:1] |f:1.2|. The reactants are IC=1C(=NC(=CC1)N)N (3-iodo-pyridin-2,6-diamine), CN1CCCC1=O (NMP), C[Si](C)(C)C#C (trimethylsilyl acetylene), C(C)(C)N(C(C)C)CC (N,N-diisopropylethylamine). The reagents and catalysts are [Cu]I (copper(I) iodide), C=1C=CC(=CC1)[P](C=2C=CC=CC2)(C=3C=CC=CC3)[Pd]([P](C=4C=CC=CC4)(C=5C=CC=CC5)C=6C=CC=CC6)([P](C=7C=CC=CC7)(C=8C=CC=CC8)C=9C=CC=CC9)[P](C=1C=CC=CC1)(C=1C=CC=CC1)C=1C=CC=CC1 (tetrakis(triphenylphosphine)palladium(0)). Solvent: O (Water). Run at time 30 minute. Product: C[Si](C)(C)C#CC=1C(=NC(=CC1)N)N (3-Trimethylsilanylethynyl-pyridin-2,6-diamine). RXN SMILES: I[C:2]1[C:3]([NH2:9])=[N:4][C:5]([NH2:8])=[CH:6][CH:7]=1.[CH3:10][Si:11]([C:14]#[CH:15])([CH3:13])[CH3:12].C(N(CC)C(C)C)(C)C.CN1C(=O)CCC1>[Cu]I.C1C=CC([P]([Pd]([P](C2C=CC=CC=2)(C2C=CC=CC=2)C2C=CC=CC=2)([P](C2C=CC=CC=2)(C2C=CC=CC=2)C2C=CC=CC=2)[P](C2C=CC=CC=2)(C2C=CC=CC=2)C2C=CC=CC=2)(C2C=CC=CC=2)C2C=CC=CC=2)=CC=1.O>[CH3:10][Si:11]([C:14]#[C:15][C:2]1[C:3]([NH2:9])=[N:4][C:5]([NH2:8])=[CH:6][CH:7]=1)([CH3:13])[CH3:12] |^1:37,39,58,77|. Reported procedure: To a mixture of 3-iodo-pyridin-2,6-diamine (20 g) described in Manufacturing Example 4-1, trimethylsilyl acetylene (24 mL), copper(I) iodide (3.3 g), N,N-diisopropylethylamine (19 g), and NMP (290 mL) was added tetrakis(triphenylphosphine)palladium(0) (9.8 g), which was stirred for 30 minutes at room temperature under an argon atmosphere. Water was added to the reaction solution, which was then extracted with ethyl acetate. The ethyl acetate layer thus obtained was washed with water 4 times and ... Reactants: CC(C)(C)OC(=O)N1CC(OS(C)(=O)=O)C1, C1CNCCN1. Yields the product CC(C)(C)OC(=O)N1CC(N2CCNCC2)C1. Reaction SMILES: [C:7]([CH3:8])([CH3:9])([CH3:10])[O:11][C:12](=[O:13])[N:14]1[CH2:15][CH:16]([O:18][S:19]([CH3:20])(=[O:21])=[O:22])[CH2:17]1.[CH2:1]1[CH2:2][NH:3][CH2:4][CH2:5][NH:6]1>>[CH2:1]1[CH2:2][N:3]([CH:16]2[CH2:15][N:14]([C:12]([O:11][C:7]([CH3:8])([CH3:9])[CH3:10])=[O:13])[CH2:17]2)[CH2:4][CH2:5][NH:6]1. Reactants: [OH-].[Li+] (lithium hydroxide), O (water), ( 15S ), 6a-oxo-6,9-methano-15-cyclohexyl-15-hydroxy-16,17,18,19,20-pentanorprosta-5,13-dienoate, COC(=O)CCC\C=C/1\C(C2CCCC2C1)=O (3-[(E)-4-methoxycarbonylbutylidene]bicyclo[3,3,0]octan-2-one), ( 15R ). The solvent is CO (methanol). Run at time 2 hour. Product: 3-[(E)-4-carboxybutylidene], C12C(CCC2CCC1)=O (bicyclo[3,3,0]octan-2-one). Yield: 95.1%. RXN SMILES: COC(CCC/C=[C:9]1/[C:10](=[O:17])[CH:11]2[CH:15]([CH2:16]/1)[CH2:14][CH2:13][CH2:12]2)=O.[OH-].[Li+].O>CO>[CH:11]12[CH2:12][CH2:13][CH2:14][CH:15]1[CH2:16][CH2:9][C:10]2=[O:17] |f:1.2|. Reported procedure: A stirred solution of 6-[(E)-3-cyclohexyl-(mixture of 3α and 3β)-hydroxyprop-1-enyl]-3-[(E)-4-methoxycarbonylbutylidene]bicyclo[3,3,0]octan-2-one (20 mg), prepared as described in Example 8 and predominantly in the 6β-configuration, otherwise known as (±)-methyl(5E,13E)-(9S),[mixture of (15R) and (15S)]-6a-oxo-6,9-methano-15-cyclohexyl-15-hydroxy-16,17,18,19,20-pentanorprosta-5,13-dienoate, in methanol (3.2 ml) was treated with lithium hydroxide (33.8 mg) and water (1.1 ml) at 20° C. and stirred... Reactants: CCCCO, CCN(C(C)C)C(C)C, Nc1cc(Cl)ncn1, O=C(NC1CCCNC1)C(F)(F)F. Yields the product Nc1cc(N2CCCC(NC(=O)C(F)(F)F)C2)ncn1. RXN SMILES: [CH2:31]([OH:32])[CH2:33][CH2:34][CH3:35].[CH:9]([N:10]([CH:11]([CH3:12])[CH3:13])[CH2:14][CH3:15])([CH3:16])[CH3:17].[Cl:1][c:2]1[cH:3][c:4]([NH2:8])[n:5][cH:6][n:7]1.[F:18][C:19]([C:20](=[O:21])[NH:22][CH:23]1[CH2:24][NH:25][CH2:26][CH2:27][CH2:28]1)([F:29])[F:30]>>[c:2]1([N:25]2[CH2:24][CH:23]([NH:22][C:20]([C:19]([F:18])([F:29])[F:30])=[O:21])[CH2:28][CH2:27][CH2:26]2)[cH:3][c:4]([NH2:8])[n:5][cH:6][n:7]1. The reactants are CNC, CC(=O)O, CN(C)C=O, CCCC(=O)c1ccc(OCCCCC(=O)O)c(Cl)c1Cl, Cl, O. The product is C=C(CC)C(=O)c1ccc(OCCCCC(=O)O)c(Cl)c1Cl. Reaction SMILES: [CH3:23][NH:24][CH3:25].[CH3:26][C:27](=[O:28])[OH:29].[CH3:30][N:31]([CH3:32])[CH:33]=[O:34].[Cl:1][c:2]1[c:3]([O:4][CH2:5][CH2:6][CH2:7][CH2:8][C:9](=[O:10])[OH:11])[cH:12][cH:13][c:14]([C:17]([CH2:18][CH2:19][CH3:20])=[O:21])[c:15]1[Cl:16].[ClH:22].[OH2:35]>>[Cl:1][c:2]1[c:3]([O:4][CH2:5][CH2:6][CH2:7][CH2:8][C:9](=[O:10])[OH:11])[cH:12][cH:13][c:14]([C:17]([C:18]([CH2:19][CH3:20])=[CH2:23])=[O:21])[c:15]1[Cl:16]. Starting materials: ClC1=C(C(=O)O)C(=CC=C1Cl)I (2,3-dichloro-6-iodobenzoic acid), C(C(=O)Cl)(=O)Cl (oxalyl chloride). Reagents/catalysts: CN(C)C=O (DMF). The solvent is C(C)(=O)OCC (ethyl acetate). Conditions: time 2 hour. The product is ClC1=C(C(=O)Cl)C(=CC=C1Cl)I (2,3-Dichloro-6-iodobenzoic acid chloride). As a reaction SMILES: [Cl:1][C:2]1[C:10]([Cl:11])=[CH:9][CH:8]=[C:7]([I:12])[C:3]=1[C:4](O)=[O:5].C(Cl)(=O)C([Cl:16])=O>CN(C=O)C.C(OCC)(=O)C>[Cl:1][C:2]1[C:10]([Cl:11])=[CH:9][CH:8]=[C:7]([I:12])[C:3]=1[C:4]([Cl:16])=[O:5]. Procedure details: DMF (one drop) was added to a stirred solution of 2,3-dichloro-6-iodobenzoic acid (1.53 g, 4.83 mmol) and oxalyl chloride (2 ml) in ethyl acetate (20 ml). After 2 hours, the solution was evaporated and the product was used immediately.